From a dataset of the Open Reaction Database (ORD), a public repository of structured organic reaction records. describe an organic reaction: reactants, conditions, products, and yield The reactants are ClC=1C=CC(=C(C(=O)OCC)C1)C1=NC=CN=C1 (ethyl 5-chloro-2-pyrazin-2-ylbenzoate), CC=1C=C(C=NC1)B(O)O (5-methylpyridine-3-boronic acid), C(=O)([O-])[O-].[Cs+].[Cs+] (Cs2CO3). The reagents and catalysts are C1=CC=C(C=C1)P([C-]2C=CC=C2)C3=CC=CC=C3.C1=CC=C(C=C1)P([C-]2C=CC=C2)C3=CC=CC=C3.Cl[Pd]Cl.[Fe+2] (PdCl2(dppf)). Run in CN(C)C=O (DMF). Reaction conditions: temperature 100 celsius. Product: CC=1C=C(C=NC1)C=1C=CC(=C(C(=O)OCC)C1)C1=NC=CN=C1 (ethyl 5-(5-methylpyridin-3-yl)-2-pyrazin-2-ylbenzoate). As a reaction SMILES: Cl[C:2]1[CH:3]=[CH:4][C:5]([C:13]2[CH:18]=[N:17][CH:16]=[CH:15][N:14]=2)=[C:6]([CH:12]=1)[C:7]([O:9][CH2:10][CH3:11])=[O:8].[CH3:19][C:20]1[CH:21]=[C:22](B(O)O)[CH:23]=[N:24][CH:25]=1.C([O-])([O-])=O.[Cs+].[Cs+]>CN(C=O)C.C1C=CC(P(C2C=CC=CC=2)[C-]2C=CC=C2)=CC=1.C1C=CC(P(C2C=CC=CC=2)[C-]2C=CC=C2)=CC=1.Cl[Pd]Cl.[Fe+2]>[CH3:19][C:20]1[CH:21]=[C:22]([C:2]2[CH:3]=[CH:4][C:5]([C:13]3[CH:18]=[N:17][CH:16]=[CH:15][N:14]=3)=[C:6]([CH:12]=2)[C:7]([O:9][CH2:10][CH3:11])=[O:8])[CH:23]=[N:24][CH:25]=1 |f:2.3.4,6.7.8.9|. Reported procedure: A mixture of ethyl 5-chloro-2-pyrazin-2-ylbenzoate (3-2, 0.120 g, 0.457 mmol, 1.0 equiv), 5-methylpyridine-3-boronic acid (0.094 g, 0.685 mmol, 1.5 equiv), PdCl2(dppf) (0.050 g, 0.069 mmol, 0.1 equiv) and 4M Cs2CO3 (0.400 mL, 1.599 mmol, 3.5 equiv) in DMF (2.3 mL) was combined and heated to 100° C. in a microwave reactor for 2 hours and fifty minutes. The reaction mixture was filtered and put on a reverse phase preparative HPLC system running acetonitrile/water with a TFA buffer (5 to 60% CH3CN ... Starting materials: ClC=1C=C(C=C(C1)Cl)C1(CC(=NO1)C=1N2C=CC=C2C(=CC1)C(=O)O)C(F)(F)F (5-[5-(3,5-dichlorophenyl)-5-trifluoromethyl-4,5-dihydroisoxazol-3-yl]-indolizine-8-carboxylic acid), CSCCN (2-methylthioethylamine). Yields the product CSCCNC(=O)C1=CC=C(N2C=CC=C12)C1=NOC(C1)(C(F)(F)F)C1=CC(=CC(=C1)Cl)Cl (5-[5-(3,5-Dichlorophenyl)-5-trifluoromethyl-4,5-dihydroisoxazol-3-yl]-indolizine-8-carboxylic acid (2-methylthioethyl)-amide), solid. Yield: 49.0%. RXN SMILES: [Cl:1][C:2]1[CH:3]=[C:4]([C:9]2([C:26]([F:29])([F:28])[F:27])[O:13][N:12]=[C:11]([C:14]3[N:15]4[C:19]([C:20]([C:23]([OH:25])=O)=[CH:21][CH:22]=3)=[CH:18][CH:17]=[CH:16]4)[CH2:10]2)[CH:5]=[C:6]([Cl:8])[CH:7]=1.[CH3:30][S:31][CH2:32][CH2:33][NH2:34]>>[CH3:30][S:31][CH2:32][CH2:33][NH:34][C:23]([C:20]1[C:19]2[N:15]([CH:16]=[CH:17][CH:18]=2)[C:14]([C:11]2[CH2:10][C:9]([C:4]3[CH:5]=[C:6]([Cl:8])[CH:7]=[C:2]([Cl:1])[CH:3]=3)([C:26]([F:27])([F:28])[F:29])[O:13][N:12]=2)=[CH:22][CH:21]=1)=[O:25]. Reported procedure: Using a procedure similar to that described in Example 1, except using 5-[5-(3,5-dichlorophenyl)-5-trifluoromethyl-4,5-dihydroisoxazol-3-yl]-indolizine-8-carboxylic acid (37 mg, described above in Example 3) and 2-methylthioethylamine, the title compound was isolated as an orange-reddish solid (21.2 mg, 49%). MS (ES): M/Z [M+H]=516. 1H NMR (400 MHz, CHLOROFORM-d): 2.17 (s, 3H), 2.83 (t, J=6.2 Hz, 2H), 3.75 (q, J=6.0 Hz, 2H), 3.91 (d, J=16.6 Hz, 1H), 4.28 (d, J=16.6 Hz, 1H), 6.83 (d, J=7.4 Hz, 1H... The reactants are C=O (formaldehyde), C(CCCCC)N(N)C(=O)NC=1SC(=NN1)S(=O)C (2-n-Hexyl-4-(5-methylsulfinyl-1,3,4-thiadiazol-2-yl)-semicarbazide), [OH-].[K+] (potassium hydroxide). The solvent is CO (methanol). Conditions: time 20 minute. Yields the product C(CCCCC)N1NCN(C1=O)C=1SC(=NN1)S(=O)C (2-n-hexyl-4-(5-methylsulfinyl-1,3,4-thiadiazol-2-yl)-1,2,4-triazolidin-3-one). Reaction SMILES: [CH2:1]([N:7]([C:9]([NH:11][C:12]1[S:13][C:14]([S:17]([CH3:19])=[O:18])=[N:15][N:16]=1)=[O:10])[NH2:8])[CH2:2][CH2:3][CH2:4][CH2:5][CH3:6].[CH2:20]=O.[OH-].[K+]>CO>[CH2:1]([N:7]1[C:9](=[O:10])[N:11]([C:12]2[S:13][C:14]([S:17]([CH3:19])=[O:18])=[N:15][N:16]=2)[CH2:20][NH:8]1)[CH2:2][CH2:3][CH2:4][CH2:5][CH3:6] |f:2.3|. Procedure: 2-n-Hexyl-4-(5-methylsulfinyl-1,3,4-thiadiazol-2-yl)-semicarbazide (0.1 mole) dissolved in methanol (100 ml) is charged into a glass reaction vessel equipped with a mechanical stirrer and thermometer. Aqueous formaldehyde (0.2 mole; 37% concentration) is then added to the reaction vessel with stirring. Dilute aqueous potassium hydroxide is added to the reaction mixture to adjust the pH to between 7 and 8 and stirring is continued for a period of about 20 minutes resulting in the formation of a s... Reactants: CSC(=C[N+](=O)[O-])SC (1,1-bis(methylthio)-2-nitroethylene), CO (MeOH), N1=CC(=CC=C1)CN (3-pyridylmethylamine), CO (MeOH). The product is COC(=C[N+](=O)[O-])NCC=1C=NC=CC1 (1-Methoxy-1-(3-pyridylmethyl)amino-2-nitroethylene). RXN SMILES: CS[C:3](SC)=[CH:4][N+:5]([O-:7])=[O:6].[N:10]1[CH:15]=[CH:14][CH:13]=[C:12]([CH2:16][NH2:17])[CH:11]=1.[CH3:18][OH:19]>>[CH3:18][O:19][C:3]([NH:17][CH2:16][C:12]1[CH:11]=[N:10][CH:15]=[CH:14][CH:13]=1)=[CH:4][N+:5]([O-:7])=[O:6]. Procedure: In one liter of MeOH was dissolved 16.5 g (0.1 mole) of 1,1-bis(methylthio)-2-nitroethylene with heating and on reflux, a solution of 11.0 g (0.1 mole) of 3-pyridylmethylamine in 200 ml of MeOH was added dropwise in 4 installments at 1-hour intervals. The mixture was further refluxed for 3 hours and the MeOH was distilled off. The residue was purified by silica gel column chromatography to give the title compound as white prisms. In this procedure, the compound 1-1 described in Example 1 was als... Starting materials: CCOC(=O)C1CCOCC1NC(C)c1ccccc1, Cl, [Na+], C1CCOC1, [OH-]. The product is CC(NC1COCCC1C(=O)O)c1ccccc1. RXN SMILES: [CH2:1]([CH3:2])[O:3][C:4](=[O:5])[CH:6]1[CH:7]([NH:12][CH:13]([CH3:14])[c:15]2[cH:16][cH:17][cH:18][cH:19][cH:20]2)[CH2:8][O:9][CH2:10][CH2:11]1.[ClH:23].[Na+:22].[O:24]1[CH2:25][CH2:26][CH2:27][CH2:28]1.[OH-:21]>>[O:3]=[C:4]([OH:5])[CH:6]1[CH:7]([NH:12][CH:13]([CH3:14])[c:15]2[cH:16][cH:17][cH:18][cH:19][cH:20]2)[CH2:8][O:9][CH2:10][CH2:11]1. The reactants are [Cl-], Nc1ncc[nH]1, O=C(O)c1cnc2c(C(F)(F)F)cccc2c1O, O=S(=O)(O)O. Yields the product O=C(Nc1ncc[nH]1)c1cnc2c(C(F)(F)F)cccc2c1O. RXN SMILES: [Cl-:1].[NH2:25][c:26]1[nH:27][cH:28][cH:29][n:30]1.[OH:2][c:3]1[c:4]([C:17](=[O:18])[OH:19])[cH:5][n:6][c:7]2[c:8]([C:13]([F:14])([F:15])[F:16])[cH:9][cH:10][cH:11][c:12]12.[S:20]([OH:21])([OH:22])(=[O:23])=[O:24]>>[OH:2][c:3]1[c:4]([C:17](=[O:19])[NH:25][c:26]2[nH:27][cH:28][cH:29][n:30]2)[cH:5][n:6][c:7]2[c:8]([C:13]([F:14])([F:15])[F:16])[cH:9][cH:10][cH:11][c:12]12.